Dataset: the Open Reaction Database (ORD), a public repository of structured organic reaction records. Task: describe an organic reaction: reactants, conditions, products, and yield Starting materials: C(#N)[BH3-].[Na+] (sodium cyanoborohydride), C(C)(=O)O (acetic acid), FC1=C(C=O)C=C(C=C1)[N+](=O)[O-] (2-Fluoro-5-nitro-benzaldehyde), C1(=CC=CC=C1)CCN (2-phenylethylamine), C(C)(=O)O (acetic acid). Solvent: CO (methanol). Run at temperature 0 celsius, time 24 hour. The product is FC1=C(CNCCC2=CC=CC=C2)C=C(C=C1)[N+](=O)[O-] (2-fluoro-5-nitro-[N-(2-phenylethyl)]-benzylamine). Yield: 81.2%. As a reaction SMILES: [F:1][C:2]1[CH:9]=[CH:8][C:7]([N+:10]([O-:12])=[O:11])=[CH:6][C:3]=1[CH:4]=O.[C:13]1([CH2:19][CH2:20][NH2:21])[CH:18]=[CH:17][CH:16]=[CH:15][CH:14]=1.C(O)(=O)C.C([BH3-])#N.[Na+]>CO>[F:1][C:2]1[CH:9]=[CH:8][C:7]([N+:10]([O-:12])=[O:11])=[CH:6][C:3]=1[CH2:4][NH:21][CH2:20][CH2:19][C:13]1[CH:18]=[CH:17][CH:16]=[CH:15][CH:14]=1 |f:3.4|. Procedure: 2-Fluoro-5-nitro-benzaldehyde (11.9 g, 70 mmol) and 2-phenylethylamine (13 mL, 0.1 mol) were dissolved in methanol (150 mL) and glacial acetic acid (15 mL). The solution was cooled to 0° C., and sodium cyanoborohydride (6.6 g, 0.1 mol) was added portionwise. The reaction was adjusted to pH 6 with acetic acid and stirred at room temperature for 24 h. The reaction mixture was quenched with ice and diluted with water. The pH was adjusted to 11 with sodium hydroxide and the mixture was extracted wit... The product is C=CCN1CC(C)N(C(c2ccc(S(=O)(=O)N(C)C)cc2)c2cccc(O)c2)CC1C. Starting materials: C=CCN1CC(C)N(C(c2ccc(S(=O)(=O)N(C)C)cc2)c2cccc(O[Si](C)(C)C(C)(C)C)c2)CC1C, Cl, C1CCOC1, O. Reaction SMILES: [CH2:2]([CH:3]=[CH2:4])[N:5]1[CH2:6][CH:7]([CH3:39])[N:8]([CH:12]([c:13]2[cH:14][cH:15][c:16]([S:19](=[O:20])(=[O:21])[N:22]([CH3:23])[CH3:24])[cH:17][cH:18]2)[c:25]2[cH:26][c:27]([O:31][Si:32]([C:33]([CH3:34])([CH3:35])[CH3:36])([CH3:37])[CH3:38])[cH:28][cH:29][cH:30]2)[CH2:9][CH:10]1[CH3:11].[ClH:1].[O:41]1[CH2:42][CH2:43][CH2:44][CH2:45]1.[OH2:40]>>[CH2:2]([CH:3]=[CH2:4])[N:5]1[CH2:6][CH:7]([CH3:39])[N:8]([CH:12]([c:13]2[cH:14][cH:15][c:16]([S:19](=[O:20])(=[O:21])[N:22]([CH3:23])[CH3:24])[cH:17][cH:18]2)[c:25]2[cH:26][c:27]([OH:31])[cH:28][cH:29][cH:30]2)[CH2:9][CH:10]1[CH3:11].